From a dataset of the Open Reaction Database (ORD), a public repository of structured organic reaction records. describe an organic reaction: reactants, conditions, products, and yield Reactants: C(C)OC(C1=CC(=C(C=C1)OC)SCC(C)=O)=O (4-methoxy-3-(2-oxo-propylsulfanyl)-benzoic acid ethyl ester), Cl.ClC=1C=C(C=CC1)NN (3-chlorophenylhydrazine hydrochloride). Product: C(C)OC(C1=CC(=C(C=C1)OC)SC1=C(NC2=CC(=CC=C12)Cl)C)=O (3-(6-Chloro-2-methyl-1H-indol-3-ylsulfanyl)-4-methoxy-benzoic acid ethyl ester). RXN SMILES: [CH2:1]([O:3][C:4](=[O:18])[C:5]1[CH:10]=[CH:9][C:8]([O:11][CH3:12])=[C:7]([S:13][CH2:14][C:15](=O)[CH3:16])[CH:6]=1)[CH3:2].Cl.[Cl:20][C:21]1[CH:22]=[C:23]([NH:27]N)[CH:24]=[CH:25][CH:26]=1>>[CH2:1]([O:3][C:4](=[O:18])[C:5]1[CH:10]=[CH:9][C:8]([O:11][CH3:12])=[C:7]([S:13][C:14]2[C:24]3[C:23](=[CH:22][C:21]([Cl:20])=[CH:26][CH:25]=3)[NH:27][C:15]=2[CH3:16])[CH:6]=1)[CH3:2] |f:1.2|. Procedure: Prepared according to the procedure described in Example 10, Step 2, using the following starting materials: 4-methoxy-3-(2-oxo-propylsulfanyl)-benzoic acid ethyl ester and 3-chlorophenylhydrazine hydrochloride.